This data is from the Open Reaction Database (ORD), a public repository of structured organic reaction records. The task is: describe an organic reaction: reactants, conditions, products, and yield Reactants: CC(C)(C)OC(=O)NCCC(=O)O, NC(CC(=O)OCc1ccccc1)C(=O)NC(Cc1ccccc1)C(=O)OCc1ccccc1. Yields the product CC(C)(C)OC(=O)NCCC(=O)NC(CC(=O)OCc1ccccc1)C(=O)NC(Cc1ccccc1)C(=O)OCc1ccccc1. As a reaction SMILES: [C:1]([CH3:2])([CH3:3])([CH3:4])[O:5][C:6](=[O:7])[NH:8][CH2:9][CH2:10][C:11](=[O:12])[OH:13].[CH2:14]([c:15]1[cH:16][cH:17][cH:18][cH:19][cH:20]1)[O:21][C:22]([CH:23]([NH:24][C:25]([CH:26]([NH2:27])[CH2:28][C:29](=[O:30])[O:31][CH2:32][c:33]1[cH:34][cH:35][cH:36][cH:37][cH:38]1)=[O:39])[CH2:40][c:41]1[cH:42][cH:43][cH:44][cH:45][cH:46]1)=[O:47]>>[C:1]([CH3:2])([CH3:3])([CH3:4])[O:5][C:6](=[O:7])[NH:8][CH2:9][CH2:10][C:11](=[O:13])[NH:27][CH:26]([C:25]([NH:24][CH:23]([C:22]([O:21][CH2:14][c:15]1[cH:16][cH:17][cH:18][cH:19][cH:20]1)=[O:47])[CH2:40][c:41]1[cH:42][cH:43][cH:44][cH:45][cH:46]1)=[O:39])[CH2:28][C:29](=[O:30])[O:31][CH2:32][c:33]1[cH:34][cH:35][cH:36][cH:37][cH:38]1. Starting materials: C(C)(C)(C)N1N=CC(=C(C1=O)Cl)S (2-tert.-butyl-4-chloro-5-mercapto-3(2H)-pyridazinone), C([O-])([O-])=O.[Na+].[Na+] (sodium carbonate), C(C)(C)(C)C1=CC=C(CCl)C=C1 (4-tert.-butylbenzyl chloride). The solvent is CN(C=O)C (N,N-dimethylformamide). Yields the product C(C)(C)(C)N1N=CC(=C(C1=O)Cl)SCC1=CC=C(C=C1)C(C)(C)C (2-tert.-butyl-4-chloro-5-(4-tert.-butyl-benzylthio)-3(2H)-pyridazinone). The yield is 87.9%. RXN SMILES: [C:1]([N:5]1[C:10](=[O:11])[C:9]([Cl:12])=[C:8]([SH:13])[CH:7]=[N:6]1)([CH3:4])([CH3:3])[CH3:2].C(=O)([O-])[O-].[Na+].[Na+].[C:20]([C:24]1[CH:31]=[CH:30][C:27]([CH2:28]Cl)=[CH:26][CH:25]=1)([CH3:23])([CH3:22])[CH3:21]>CN(C)C=O>[C:1]([N:5]1[C:10](=[O:11])[C:9]([Cl:12])=[C:8]([S:13][CH2:28][C:27]2[CH:30]=[CH:31][C:24]([C:20]([CH3:23])([CH3:22])[CH3:21])=[CH:25][CH:26]=2)[CH:7]=[N:6]1)([CH3:4])([CH3:2])[CH3:3] |f:1.2.3|. Procedure: By conducting a procedure similar to that in Synthesis Example 3 except using 2.0 g of 2-tert.-butyl-4-chloro-5-mercapto-3(2H)-pyridazinone, 15 ml of N,N-dimethylformamide, 1.3 g of anhydrous sodium carbonate and 1.6 g of 4-tert.-butylbenzyl chloride, there were obtained white needle-like crystals having the following physical properties (yield: 87.9%): The reactants are COC=1C=C(C=O)C=CC1OCC=1N(C=C(N1)C1=CC=CC=C1)C (3-methoxy-4-[(1-methyl-4-phenyl-1H-imidazol-2-yl)methoxy]benzaldehyde), O (Water), C(C)O (ethanol), [BH4-].[Na+] (sodium borohydride). The solvent is O1CCCC1 (tetrahydrofuran). Reaction conditions: time 1 hour. Product: COC=1C=C(C=CC1OCC=1N(C=C(N1)C1=CC=CC=C1)C)CO ({3-methoxy-4-[(1-methyl-4-phenyl-1H-imidazol-2-yl)methoxy]phenyl}methanol). Yield: 83.4%. As a reaction SMILES: [CH3:1][O:2][C:3]1[CH:4]=[C:5]([CH:8]=[CH:9][C:10]=1[O:11][CH2:12][C:13]1[N:14]([CH3:24])[CH:15]=[C:16]([C:18]2[CH:23]=[CH:22][CH:21]=[CH:20][CH:19]=2)[N:17]=1)[CH:6]=[O:7].C(O)C.[BH4-].[Na+].O>O1CCCC1>[CH3:1][O:2][C:3]1[CH:4]=[C:5]([CH2:6][OH:7])[CH:8]=[CH:9][C:10]=1[O:11][CH2:12][C:13]1[N:14]([CH3:24])[CH:15]=[C:16]([C:18]2[CH:19]=[CH:20][CH:21]=[CH:22][CH:23]=2)[N:17]=1 |f:2.3|. Procedure details: To a solution of 3-methoxy-4-[(1-methyl-4-phenyl-1H-imidazol-2-yl)methoxy]benzaldehyde (1.37 g) in tetrahydrofuran (50 mL)-ethanol (10 mL) was gradually added sodium borohydride (0.16 g) at room temperature, and the mixture was stirred at room temperature for 1 hr. Water was added to the reaction mixture and the precipitated crystals were collected by filtration to give {3-methoxy-4-[(1-methyl-4-phenyl-1H-imidazol-2-yl)methoxy]phenyl}methanol as colorless crystals (1.15 g, yield 85%). Recrystall... Reactants: C(C1=CC=CC=C1)(=O)N (benzamide), [O-]P(=O)([O-])[O-].[K+].[K+].[K+] (K3PO4), CN([C@H]1[C@@H](CCCC1)N)C (trans-N,N-Dimethyl-1,2-cyclohexanediamine), I\C=C\CCCC (trans-1-iodo-1-hexene). Reagents/catalysts: [Cu]I (CuI). The solvent is C1(=CC=CC=C1)C (toluene). Run at temperature 25 celsius, time 24 hour. Product: C(=CCCCC)C1(C(=O)N)CC=CC=C1 (1-hexenyl benzamide). The yield is 668.6%. RXN SMILES: [C:1]([NH2:9])(=[O:8])[C:2]1[CH:7]=[CH:6][CH:5]=[CH:4][CH:3]=1.[O-]P([O-])([O-])=O.[K+].[K+].[K+].CN(C)[C@@H:20]1[CH2:25][CH2:24][CH2:23][CH2:22][C@H:21]1N.I/C=C/CCCC>[Cu]I.C1(C)C=CC=CC=1>[CH:25]([C:2]1([CH:7]=[CH:6][CH:5]=[CH:4][CH2:3]1)[C:1]([NH2:9])=[O:8])=[CH:20][CH2:21][CH2:22][CH2:23][CH3:24] |f:1.2.3.4|. Reported procedure: A 15 mL resealable Schlenk tube was charged with CuI (9.6 mg, 0.0504 mmol, 5.0 mol %), benzamide (145 mg, 1.20 mmol), K3PO4 (430 mg, 2.03 mmol), evacuated and backfilled with argon. trans-N,N-Dimethyl-1,2-cyclohexanediamine (16 μL, 0.102 mmol, 10 mol %), trans-1-iodo-1-hexene (143 μL, 1.00 mmol), and toluene (1.0 mL) were added under argon. The Schlenk tube was sealed with a Teflon valve and the reaction mixture was stirred at 25° C. for 24 h. The resulting light blue suspension was allowed to r...